Dataset: the Open Reaction Database (ORD), a public repository of structured organic reaction records. Task: describe an organic reaction: reactants, conditions, products, and yield The reactants are NC1=NC=C2CCC3=C(C2=N1)N(C(=C3C(=O)N)I)C (8-amino-2-iodo-1-methyl-4,5-dihydro-1H-1,7,9-triaza-cyclopenta[a]naphthalene-3-carboxylic acid amide), C1(=CC=CC=C1)B(O)O (phenylboronic acid), [Li+].[Cl-] (LiCl), C(=O)([O-])[O-].[Na+].[Na+] (Na2CO3). The reagents and catalysts are Cl[Pd]([P](C1=CC=CC=C1)(C2=CC=CC=C2)C3=CC=CC=C3)([P](C4=CC=CC=C4)(C5=CC=CC=C5)C6=CC=CC=C6)Cl ((PPh3)2PdCl2). The solvent is CN(C)C=O (DMF), O (water). Run at temperature 100 celsius. The product is NC1=NC=C2CCC3=C(C2=N1)N(C(=C3C(=O)N)C3=CC=CC=C3)C (8-Amino-1-methyl-2-phenyl-4,5-dihydro-1H-1,7,9-triaza -cyclopenta[a]naphthalene-3-carboxylic acid amide). Isolated yield 74.0%. RXN SMILES: [NH2:1][C:2]1[N:11]=[C:10]2[C:5]([CH2:6][CH2:7][C:8]3[C:14]([C:15]([NH2:17])=[O:16])=[C:13](I)[N:12]([CH3:19])[C:9]=32)=[CH:4][N:3]=1.[C:20]1(B(O)O)[CH:25]=[CH:24][CH:23]=[CH:22][CH:21]=1.[Li+].[Cl-].C([O-])([O-])=O.[Na+].[Na+]>CN(C=O)C.Cl[Pd](Cl)([P](C1C=CC=CC=1)(C1C=CC=CC=1)C1C=CC=CC=1)[P](C1C=CC=CC=1)(C1C=CC=CC=1)C1C=CC=CC=1.O>[NH2:1][C:2]1[N:11]=[C:10]2[C:5]([CH2:6][CH2:7][C:8]3[C:14]([C:15]([NH2:17])=[O:16])=[C:13]([C:20]4[CH:25]=[CH:24][CH:23]=[CH:22][CH:21]=4)[N:12]([CH3:19])[C:9]=32)=[CH:4][N:3]=1 |f:2.3,4.5.6,^1:44,63|. Procedure: To a suspension of 8-amino-2-iodo-1-methyl-4,5-dihydro-1H-1,7,9-triaza-cyclopenta[a]naphthalene-3-carboxylic acid amide N3 (0.34 mmol) in 15 mL of DMF under argon, phenylboronic acid (0.5 mmol), LiCl (1 mmol), Na2CO3 (0.85 mmol), water (1 mL) and (PPh3)2PdCl2 (7 mg) were added. The mixture was heated at 100° C. for 10 h then evaporated to dryness. Chromatography on silica gel (eluant: DCM/MeOH 20:1) afforded the title compound (74% yield). ESI (+) MS: m/z 320 (MH+). 1H NMR: 2.68 (t, J=7.80, 2H),... The reactants are ClC1=C(C=C(O)C=C1)O (4-chlororesorcinol), [Cl-].[Al+3].[Cl-].[Cl-] (aluminum chloride), [OH-].[Na+] (sodium hydroxide), ClCC(=O)Cl (chloroacetyl chloride). Run in [N+](=O)([O-])C1=CC=CC=C1 (nitrobenzene). Reaction conditions: temperature 40 celsius, time 2 hour. Product: ClC=1C(=CC2=C(C(CO2)=O)C1)O (5-chloro-6-hydroxybenzofuran-3(2H)-one). The yield is 18.0%. As a reaction SMILES: [Cl:1][C:2]1[CH:8]=[CH:7][C:5]([OH:6])=[CH:4][C:3]=1[OH:9].[Cl-].[Al+3].[Cl-].[Cl-].Cl[CH2:15][C:16](Cl)=[O:17].[OH-].[Na+]>[N+](C1C=CC=CC=1)([O-])=O>[Cl:1][C:2]1[C:3]([OH:9])=[CH:4][C:5]2[O:6][CH2:15][C:16](=[O:17])[C:7]=2[CH:8]=1 |f:1.2.3.4,6.7|. Reported procedure: A solution of 4-chlororesorcinol (4.34 g, 30.0 mmol) in nitrobenzene (60 mL) was added with aluminum chloride (10.2 g, 90.0 mmol) at room temperature. Then, the mixture was added with chloroacetyl chloride (2.87 mL, 36.0 mmol) under ice cooling. The mixture was stirred at 40° C. for 2 hours, and then added with 2 N aqueous sodium hydroxide (60 mL), and then the aqueous layer was separated. The separated aqueous layer was added with concentrated hydrochloric acid and thereby adjusted to pH 3, and... Reactants: BrC1=CC=C(C=C1)C1=CC=CC=C1 (4-bromobiphenyl), C(CCC)O (1-butanol), C1(=CC=CC=C1)S (thiophenol), CC(C)([O-])C.[Na+] (sodium tert-butoxide). Reagents/catalysts: C=1C=CC(=CC1)[P](C=2C=CC=CC2)(C=3C=CC=CC3)[Pd]([P](C=4C=CC=CC4)(C=5C=CC=CC5)C=6C=CC=CC6)([P](C=7C=CC=CC7)(C=8C=CC=CC8)C=9C=CC=CC9)[P](C=1C=CC=CC1)(C=1C=CC=CC1)C=1C=CC=CC1 (tetrakis(triphenylphosphine)palladium). The solvent is ClCCl (dichloromethane), C(O)([O-])=O.[Na+] (sodium hydrogen carbonate), CCCCCC (hexane), CCCCCC (hexane). Conditions: temperature 25 celsius, time 15 minute. The product is C1(=CC=CC=C1)SC1=CC=C(C=C1)C1=CC=CC=C1 (4-(phenylthio)biphenyl). Isolated yield 84.0%. Reaction SMILES: Br[C:2]1[CH:7]=[CH:6][C:5]([C:8]2[CH:13]=[CH:12][CH:11]=[CH:10][CH:9]=2)=[CH:4][CH:3]=1.[C:14]1([SH:20])[CH:19]=[CH:18][CH:17]=[CH:16][CH:15]=1.CC(C)([O-])C.[Na+].C(O)CCC>ClCCl.C(=O)([O-])O.[Na+].CCCCCC.C1C=CC([P]([Pd]([P](C2C=CC=CC=2)(C2C=CC=CC=2)C2C=CC=CC=2)([P](C2C=CC=CC=2)(C2C=CC=CC=2)C2C=CC=CC=2)[P](C2C=CC=CC=2)(C2C=CC=CC=2)C2C=CC=CC=2)(C2C=CC=CC=2)C2C=CC=CC=2)=CC=1>[C:14]1([S:20][C:2]2[CH:7]=[CH:6][C:5]([C:8]3[CH:13]=[CH:12][CH:11]=[CH:10][CH:9]=3)=[CH:4][CH:3]=2)[CH:19]=[CH:18][CH:17]=[CH:16][CH:15]=1 |f:2.3,6.7,^1:49,51,70,89|. Procedure details: Uniformly mixed were 3.0 parts of 4-bromobiphenyl, 1.7 parts of thiophenol, 2.5 parts of sodium tert-butoxide, 0.15 parts of tetrakis(triphenylphosphine)palladium, and 64.3 parts of 1-butanol, and allowed to react at 120° C. for 2 hours. The reaction solution was cooled to room temperature (about 25° C.) and then filtered. The filtrate was transferred to a rotary evaporator, and the solvent was removed by distillation, so that a red-brown, crystalline product was obtained. The product was dissol... Reactants: C1CCOC1, CS(=O)(=O)OCCCCCCCC1=CC1, [Li]C, c1ccc(Nc2ccccc2)cc1. Yields the product C1=C(CCCCCCCN(c2ccccc2)c2ccccc2)C1. RXN SMILES: [CH2:31]1[O:32][CH2:33][CH2:34][CH2:35]1.[CH3:16][S:17]([O:18][CH2:21][CH2:22][CH2:23][CH2:24][CH2:25][CH2:26][CH2:27][C:28]1=[CH:29][CH2:30]1)(=[O:19])=[O:20].[Li:14][CH3:15].[NH:1]([c:2]1[cH:3][cH:4][cH:5][cH:6][cH:7]1)[c:8]1[cH:9][cH:10][cH:11][cH:12][cH:13]1>>[N:1]([c:2]1[cH:3][cH:4][cH:5][cH:6][cH:7]1)([c:8]1[cH:9][cH:10][cH:11][cH:12][cH:13]1)[CH2:21][CH2:22][CH2:23][CH2:24][CH2:25][CH2:26][CH2:27][C:28]1=[CH:29][CH2:30]1. Starting materials: Br.BrCCOC=1C=CNC=CC1 (4-(2'-bromoethoxy)-1H-azepin hydrobromide), C([O-])([O-])=O.[K+].[K+] (potassium carbonate). Solvent: O (water), C(=O)OC (methyl formate). Run at time 24 hour. Product: C(=O)N1C=CC(=CC=C1)OCCBr (N-Formyl-4-(2'-bromoethoxy)-1H-azepin). Reaction SMILES: Br.[Br:2][CH2:3][CH2:4][O:5][C:6]1[CH:7]=[CH:8][NH:9][CH:10]=[CH:11][CH:12]=1.[C:13](=O)([O-])[O-:14].[K+].[K+]>O.C(OC)=O>[CH:13]([N:9]1[CH:10]=[CH:11][CH:12]=[C:6]([O:5][CH2:4][CH2:3][Br:2])[CH:7]=[CH:8]1)=[O:14] |f:0.1,2.3.4|. Reported procedure: To a solution of (D) (10 g) in water (5 ml), methyl formate (50 ml) and potassium carbonate (10 g) were added. The mixture was stirred for 24 hours, and the organic phase was decanted. The residue was extracted twice with methyl formate. The combined organic solutions were concentrated in vacuo, and the residue was dissolved in ether, dried and chromatographed on silica gel (50 g) with ether as eluent to give (E) as a colourless oil. The IR spectrum (chloroform) showed a strong band at 1650 cm-1... Yield: 92.1%. Reactants: C(=O)([O-])[O-].[K+].[K+] (K2CO3), C(C=C)Br (allyl bromide), COC1=CC=CC=2C[C@@H]3[C@@H]4CCC(C[C@@]4(C12)CCN3)=O (4-methoxymorphinan-6-one). As a reaction SMILES: [CH3:1][O:2][C:3]1[C:16]2[C@:15]34[CH2:17][CH2:18][NH:19][C@@H:9]([C@@H:10]3[CH2:11][CH2:12][C:13](=[O:20])[CH2:14]4)[CH2:8][C:7]=2[CH:6]=[CH:5][CH:4]=1.C([O-])([O-])=O.[K+].[K+].[CH2:27](Br)[CH:28]=[CH2:29]>CN(C=O)C>[CH2:29]([N:19]1[CH2:18][CH2:17][C@@:15]23[C:16]4[C:3]([O:2][CH3:1])=[CH:4][CH:5]=[CH:6][C:7]=4[CH2:8][C@@H:9]1[C@@H:10]2[CH2:11][CH2:12][C:13](=[O:20])[CH2:14]3)[CH:28]=[CH2:27] |f:1.2.3|. Procedure: A mixture of 700 mg (2.44 mmol) 4-methoxymorphinan-6-one.1H2O, 900 mg (6.51 mmol) anhydrous K2CO3 and 310 mg (2.56 mmol) allyl bromide in 20 ml dry DMF was stirred at 80° C. for 30 min. Then the mixture was cooled to room temperature, filtered, and the filtrate evaporated in vacuo. The resulting oil was partitioned between water and ether, the organic layer washed with brine, dried and evaporated to give an oil which was crystallized with u-hexanes. To 700 mg (93%) N-allyl-4-methoxymorphinan-6-o... Solvent: CN(C)C=O (DMF). Yields the product C(C=C)N1[C@H]2[C@@H]3CCC(C[C@@]3(C=3C(=CC=CC3C2)OC)CC1)=O (N-allyl-4-methoxymorphinan-6-one).